This data is from the Open Reaction Database (ORD), a public repository of structured organic reaction records. The task is: describe an organic reaction: reactants, conditions, products, and yield As a reaction SMILES: [C:12]([CH3:13])([CH3:14])([CH3:15])[O:16][C:17](=[O:18])[N:19]1[CH2:20][CH:21]([NH2:23])[CH2:22]1.[CH3:1][CH2:2][N:3]=[C:4]=[N:5][CH2:6][CH2:7][CH2:8][N:9]([CH3:10])[CH3:11].[F:24][c:25]1[cH:26][c:27]([C:38]([F:39])([F:40])[F:41])[cH:28][c:29]([C:30](=[O:31])[NH:32][CH2:33][C:34](=[O:35])[OH:36])[cH:37]1>>[C:12]([CH3:13])([CH3:14])([CH3:15])[O:16][C:17](=[O:18])[N:19]1[CH2:20][CH:21]([NH:23][C:34]([CH2:33][NH:32][C:30]([c:29]2[cH:28][c:27]([C:38]([F:39])([F:40])[F:41])[cH:26][c:25]([F:24])[cH:37]2)=[O:31])=[O:35])[CH2:22]1. Starting materials: CC(C)(C)OC(=O)N1CC(N)C1, CCN=C=NCCCN(C)C, O=C(O)CNC(=O)c1cc(F)cc(C(F)(F)F)c1. Yields the product CC(C)(C)OC(=O)N1CC(NC(=O)CNC(=O)c2cc(F)cc(C(F)(F)F)c2)C1. Reactants: FCC1(OC2=C(C(=C1)N1C(C=CC=C1)=S)C=C(C=C2)[N+](=O)[O-])CF (2,2-bisfluoromethyl-6-nitro-4-(1,2-dihydro-2-thioxo-1-pyridyl)-2H-1-benzopyran), CI (methyl iodide), N#CN (cyanamide), [H-].[Na+] (sodium hydride). The solvent is C(Cl)Cl (Methylene chloride), O1CCCC1 (tetrahydrofuran). The product is C(#N)N=C1N(C=CC=C1)C1=CC(OC2=C1C=C(C=C2)[N+](=O)[O-])(CF)CF (4-(2-cyanoimino-1,2-dihydro-1-pyridyl)-2,2-bisfluoromethyl-6-nitro-2H-1-benzopyran). Yield: 54.3%. RXN SMILES: [F:1][CH2:2][C:3]1([CH2:23][F:24])[CH:8]=[C:7]([N:9]2[CH:14]=[CH:13][CH:12]=[CH:11][C:10]2=S)[C:6]2[CH:16]=[C:17]([N+:20]([O-:22])=[O:21])[CH:18]=[CH:19][C:5]=2[O:4]1.CI.[N:27]#[C:28][NH2:29].[H-].[Na+]>C(Cl)Cl.O1CCCC1>[C:28]([N:29]=[C:10]1[CH:11]=[CH:12][CH:13]=[CH:14][N:9]1[C:7]1[C:6]2[CH:16]=[C:17]([N+:20]([O-:22])=[O:21])[CH:18]=[CH:19][C:5]=2[O:4][C:3]([CH2:23][F:24])([CH2:2][F:1])[CH:8]=1)#[N:27] |f:3.4|. Reported procedure: A mixture of 0.09 g of 2,2-bisfluoromethyl-6-nitro-4-(1,2-dihydro-2-thioxo-1-pyridyl)-2H-1-benzopyran, 0.20 g of methyl iodide and 5 ml of tetrahydrofuran was refluxed for 50 minutes. To the mixture were added 57 mg of cyanamide and 13 mg of sodium hydride (60%) and the mixture was refluxed for 1.5 hours. Methylene chloride was added thereto and the mixture was filtered to remove insoluble materials. The mother liquor was distilled off and the resultant residue was purified using silica gel colu... Starting materials: Brc1cccc(Br)c1, O=C([O-])[O-], OCCCO, CCO, Cc1ccccc1, [Na+], [Na+], [Pd], c1ccc(P(c2ccccc2)c2ccccc2)cc1, c1ccc(P(c2ccccc2)c2ccccc2)cc1, c1ccc(P(c2ccccc2)c2ccccc2)cc1, c1ccc(P(c2ccccc2)c2ccccc2)cc1, OB(O)c1cccnc1. The product is Brc1cccc(-c2cccnc2)c1. As a reaction SMILES: [Br:1][c:2]1[cH:3][cH:4][cH:5][c:6]([Br:7])[cH:8]1.[C:23](=[O:24])([O-:25])[O-:26].[CH2:9]([OH:10])[CH2:11][CH2:12][OH:13].[CH3:29][CH2:30][OH:31].[CH3:32][c:33]1[cH:34][cH:35][cH:36][cH:37][cH:38]1.[Na+:27].[Na+:28].[Pd:39].[c:40]1([P:41]([c:42]2[cH:43][cH:44][cH:45][cH:46][cH:47]2)[c:48]2[cH:49][cH:50][cH:51][cH:52][cH:53]2)[cH:54][cH:55][cH:56][cH:57][cH:58]1.[c:59]1([P:60]([c:61]2[cH:62][cH:63][cH:64][cH:65][cH:66]2)[c:67]2[cH:68][cH:69][cH:70][cH:71][cH:72]2)[cH:73][cH:74][cH:75][cH:76][cH:77]1.[c:78]1([P:79]([c:80]2[cH:81][cH:82][cH:83][cH:84][cH:85]2)[c:86]2[cH:87][cH:88][cH:89][cH:90][cH:91]2)[cH:92][cH:93][cH:94][cH:95][cH:96]1.[c:97]1([P:98]([c:99]2[cH:100][cH:101][cH:102][cH:103][cH:104]2)[c:105]2[cH:106][cH:107][cH:108][cH:109][cH:110]2)[cH:111][cH:112][cH:113][cH:114][cH:115]1.[n:14]1[cH:15][c:16]([B:20]([OH:21])[OH:22])[cH:17][cH:18][cH:19]1>>[c:2]1(-[c:16]2[cH:15][n:14][cH:19][cH:18][cH:17]2)[cH:3][cH:4][cH:5][c:6]([Br:7])[cH:8]1. Reactants: CO (methanol), [OH-].[K+] (potassium hydroxide), ClC1=CC(=NC2=CC=C(C=C12)CN1C(=NC=2C1=NC(=CC2C)C)CC)C2=C(C=CC=C2)[N+](=O)[O-] (4-chloro-6-[(2-ethyl-5,7-dimethyl-3H-imidazo[4,5-b]pyridin-3-yl)methyl]-2-(nitrophenyl)quinoline). Reagents/catalysts: [C].[Pd] (palladium-carbon). The solvent is C(Cl)(Cl)Cl (chloroform). Reaction conditions: time 17 hour. The product is C(C)C1=NC=2C(=NC(=CC2C)C)N1CC=1C=C2C=CC(=NC2=CC1)C1=C(N)C=CC=C1 (2-{6-[(2-ethyl-5,7-dimethyl-3H-imidazo[4,5-b]pyridin-3-yl)methyl]quinolin-2-yl}aniline). The yield is 47.1%. Reaction SMILES: CO.[OH-].[K+].Cl[C:6]1[C:15]2[C:10](=[CH:11][CH:12]=[C:13]([CH2:16][N:17]3[C:21]4=[N:22][C:23]([CH3:27])=[CH:24][C:25]([CH3:26])=[C:20]4[N:19]=[C:18]3[CH2:28][CH3:29])[CH:14]=2)[N:9]=[C:8]([C:30]2[CH:35]=[CH:34][CH:33]=[CH:32][C:31]=2[N+:36]([O-])=O)[CH:7]=1>[C].[Pd].C(Cl)(Cl)Cl>[CH2:28]([C:18]1[N:17]([CH2:16][C:13]2[CH:14]=[C:15]3[C:10](=[CH:11][CH:12]=2)[N:9]=[C:8]([C:30]2[CH:35]=[CH:34][CH:33]=[CH:32][C:31]=2[NH2:36])[CH:7]=[CH:6]3)[C:21]2=[N:22][C:23]([CH3:27])=[CH:24][C:25]([CH3:26])=[C:20]2[N:19]=1)[CH3:29] |f:1.2,4.5|. Reported procedure: To 240 ml of methanol containing 8.0 g of potassium hydroxide, 8.12 g (17.2 mmol) of 4-chloro-6-[(2-ethyl-5,7-dimethyl-3H-imidazo[4,5-b]pyridin-3-yl)methyl]-2-(nitrophenyl)quinoline obtained in Example 4 and 0.80 g of a 5% palladium-carbon catalyst were added and the thus-prepared mixture was stirred under a hydrogen atmosphere for 17 hours. After adding 120 ml of chloroform thereto, the thus-prepared mixture was filtered through celite. To the resulting filtrate, 120 ml of water was added, and ... Reaction conditions: time 3 hour. The product is C(C)(C)(C)OC([C@@H](NC([C@@H](NC(C(CCC)SCC1=CC=C(C=C1)OC)=O)CCC1=CC=CC=C1)=O)CC1=CC=CC=C1)=O (2-(4-methoxybenzylthio)-pentanoyl-(L)-homophenylalanyl-(L)-phenylalanine t-butyl ester). Run in CCCCCC.C(C)(=O)OCC (hexane ethyl acetate), CCCCCC.C(C)(=O)OCC (hexane ethyl acetate), ClCCl (dichloromethane). Reactants: COC1=CC=C(CSC(C(=O)N[C@@H](CCC2=CC=CC=C2)C(=O)O)CCC)C=C1 (2-(4-methoxybenzylthio)-pentanoyl-(L)-homophenylalanine), CN1CCOCC1 (N-methylmorpholine), OC1=CC=CC=2NN=NC21 (hydroxybenzotriazole), Cl.C(C)(C)(C)OC([C@@H](N)CC1=CC=CC=C1)=O ((L)-phenylalanine t-butyl ester hydrochloride salt), Cl.CN(CCCN=C=NCC)C (1-(3-dimethylaminopropyl)-3-ethylcarbodiimide hydrochloride). RXN SMILES: [CH3:1][O:2][C:3]1[CH:29]=[CH:28][C:6]([CH2:7][S:8][CH:9]([CH2:25][CH2:26][CH3:27])[C:10]([NH:12][C@H:13]([C:22](O)=[O:23])[CH2:14][CH2:15][C:16]2[CH:21]=[CH:20][CH:19]=[CH:18][CH:17]=2)=[O:11])=[CH:5][CH:4]=1.Cl.[C:31]([O:35][C:36](=[O:46])[C@H:37]([CH2:39][C:40]1[CH:45]=[CH:44][CH:43]=[CH:42][CH:41]=1)[NH2:38])([CH3:34])([CH3:33])[CH3:32].Cl.CN(C)CCCN=C=NCC.CN1CCOCC1.OC1C2N=NNC=2C=CC=1>ClCCl.CCCCCC.C(OCC)(=O)C>[C:31]([O:35][C:36](=[O:46])[C@H:37]([CH2:39][C:40]1[CH:45]=[CH:44][CH:43]=[CH:42][CH:41]=1)[NH:38][C:22](=[O:23])[C@H:13]([CH2:14][CH2:15][C:16]1[CH:21]=[CH:20][CH:19]=[CH:18][CH:17]=1)[NH:12][C:10](=[O:11])[CH:9]([S:8][CH2:7][C:6]1[CH:5]=[CH:4][C:3]([O:2][CH3:1])=[CH:29][CH:28]=1)[CH2:25][CH2:26][CH3:27])([CH3:34])([CH3:32])[CH3:33] |f:1.2,3.4,8.9|. Procedure: Combine 2-(4-methoxybenzylthio)-pentanoyl-(L)-homophenylalanine (0.14 g, 0.34 mmol), (L)-phenylalanine t-butyl ester hydrochloride salt (0.174 g, 68 mmol), and 1-(3-dimethylaminopropyl)-3-ethylcarbodiimide hydrochloride (0.13 g, 0.67 mmol) in dichloromethane (5 mL). Add N-methylmorpholine (0.1 mL, 1.01 mmol) and hydroxybenzotriazole (0.091 g, 0.67 mmol). After 3 hours, after 1 hour, partition the reaction mixture between methyl t-butyl ether and an aqueous 5% sulfuric acid solution. Separate the... Reactants: C1CCOC1, CCC(=Cc1ccc2c(c1)Cc1ccccc1-2)COc1ccc(CC(Nc2ccccc2C(=O)c2ccccc2)C(=O)OC)cc1, CCO, [Na+], [OH-]. Yields the product CCC(=Cc1ccc2c(c1)Cc1ccccc1-2)COc1ccc(CC(Nc2ccccc2C(=O)c2ccccc2)C(=O)O)cc1. As a reaction SMILES: [CH2:52]1[O:53][CH2:54][CH2:55][CH2:56]1.[CH3:1][O:2][C:3]([CH:4]([CH2:5][c:6]1[cH:7][cH:8][c:9]([O:12][CH2:13][C:14](=[CH:15][c:16]2[cH:17][c:18]3[c:26]([cH:27][cH:28]2)-[c:25]2[c:20]([cH:21][cH:22][cH:23][cH:24]2)[CH2:19]3)[CH2:29][CH3:30])[cH:10][cH:11]1)[NH:31][c:32]1[c:33]([C:38]([c:39]2[cH:40][cH:41][cH:42][cH:43][cH:44]2)=[O:45])[cH:34][cH:35][cH:36][cH:37]1)=[O:46].[CH3:49][CH2:50][OH:51].[Na+:48].[OH-:47]>>[O:2]=[C:3]([CH:4]([CH2:5][c:6]1[cH:7][cH:8][c:9]([O:12][CH2:13][C:14](=[CH:15][c:16]2[cH:17][c:18]3[c:26]([cH:27][cH:28]2)-[c:25]2[c:20]([cH:21][cH:22][cH:23][cH:24]2)[CH2:19]3)[CH2:29][CH3:30])[cH:10][cH:11]1)[NH:31][c:32]1[c:33]([C:38]([c:39]2[cH:40][cH:41][cH:42][cH:43][cH:44]2)=[O:45])[cH:34][cH:35][cH:36][cH:37]1)[OH:46]. Reactants: Brc1cccc(-c2nc(-c3cccnc3)no2)c1, CC(C)(C)[O-], Cc1ccccc1, CC(C)(C)OC(=O)N1CCNCC1, [Na+], O=C(C=Cc1ccccc1)C=Cc1ccccc1, O=C(C=Cc1ccccc1)C=Cc1ccccc1, O=C(C=Cc1ccccc1)C=Cc1ccccc1, [Pd], [Pd], CC1(C)c2cccc(P(c3ccccc3)c3ccccc3)c2Oc2c(P(c3ccccc3)c3ccccc3)cccc21. Product: CC(C)(C)OC(=O)N1CCN(c2cccc(-c3nc(-c4cccnc4)no3)c2)CC1. RXN SMILES: [Br:1][c:2]1[cH:3][c:4](-[c:8]2[n:9][c:10](-[c:13]3[cH:14][n:15][cH:16][cH:17][cH:18]3)[n:11][o:12]2)[cH:5][cH:6][cH:7]1.[CH3:32][C:33]([CH3:34])([O-:35])[CH3:36].[CH3:80][c:81]1[cH:82][cH:83][cH:84][cH:85][cH:86]1.[N:19]1([C:25](=[O:26])[O:27][C:28]([CH3:29])([CH3:30])[CH3:31])[CH2:20][CH2:21][NH:22][CH2:23][CH2:24]1.[Na+:37].[O:107]=[C:108]([CH:109]=[CH:110][c:111]1[cH:112][cH:113][cH:114][cH:115][cH:116]1)[CH:117]=[CH:118][c:119]1[cH:120][cH:121][cH:122][cH:123][cH:124]1.[O:125]=[C:126]([CH:127]=[CH:128][c:129]1[cH:130][cH:131][cH:132][cH:133][cH:134]1)[CH:135]=[CH:136][c:137]1[cH:138][cH:139][cH:140][cH:141][cH:142]1.[O:89]=[C:90]([CH:91]=[CH:92][c:93]1[cH:94][cH:95][cH:96][cH:97][cH:98]1)[CH:99]=[CH:100][c:101]1[cH:102][cH:103][cH:104][cH:105][cH:106]1.[Pd:87].[Pd:88].[c:38]1([P:39]([c:40]2[cH:41][cH:42][cH:43][cH:44][cH:45]2)[c:46]2[c:47]3[c:71]([cH:72][cH:73][cH:74]2)[C:68]([CH3:69])([CH3:70])[c:50]2[c:49]([c:54]([P:55]([c:56]4[cH:57][cH:58][cH:59][cH:60][cH:61]4)[c:62]4[cH:63][cH:64][cH:65][cH:66][cH:67]4)[cH:53][cH:52][cH:51]2)[O:48]3)[cH:75][cH:76][cH:77][cH:78][cH:79]1>>[c:2]1([N:22]2[CH2:21][CH2:20][N:19]([C:25](=[O:26])[O:27][C:28]([CH3:29])([CH3:30])[CH3:31])[CH2:24][CH2:23]2)[cH:3][c:4](-[c:8]2[n:9][c:10](-[c:13]3[cH:14][n:15][cH:16][cH:17][cH:18]3)[n:11][o:12]2)[cH:5][cH:6][cH:7]1. The reactants are CNC(=O)c1ccc(-n2cc3c(n2)CCN(C(=O)OC(C)(C)C)CC3)cc1, CO, ClCCl, O=C(O)C(F)(F)F. Product: CNC(=O)c1ccc(-n2cc3c(n2)CCNCC3)cc1. As a reaction SMILES: [CH3:1][NH:2][C:3](=[O:4])[c:5]1[cH:6][cH:7][c:8](-[n:11]2[n:12][c:13]3[c:19]([cH:20]2)[CH2:18][CH2:17][N:16]([C:21]([O:22][C:23]([CH3:24])([CH3:25])[CH3:26])=[O:27])[CH2:15][CH2:14]3)[cH:9][cH:10]1.[CH3:38][OH:39].[Cl:35][CH2:36][Cl:37].[OH:28][C:29]([C:30]([F:31])([F:32])[F:33])=[O:34]>>[CH3:1][NH:2][C:3](=[O:4])[c:5]1[cH:6][cH:7][c:8](-[n:11]2[n:12][c:13]3[c:19]([cH:20]2)[CH2:18][CH2:17][NH:16][CH2:15][CH2:14]3)[cH:9][cH:10]1.